Dataset: the Open Reaction Database (ORD), a public repository of structured organic reaction records. Task: describe an organic reaction: reactants, conditions, products, and yield Starting materials: ClC1=C(C=C(C=C1)F)C1=C2CCC(N(C2=CC(=C1)OC)C1=C(C=CC=C1Cl)Cl)=O (5-(2-chloro-5-fluorophenyl)-1-(2,6-dichlorophenyl)-3,4dihydro-7-methoxy-2(1H)-quinolinone), ClC1=C(C=C(C=C1)F)C1=C2CCC(N(C2=CC(=C1)OC)C1=C(C=CC=C1Cl)Cl)=O (5-(2-chloro-5-fluorophenyl)-1-(2,6-dichlorophenyl)-3,4dihydro-7-methoxy-2(1H)-quinolinone), ClC1=C(C(=CC=C1)Cl)N1C(CCC2=C(C=C(C=C12)O)C1=C(C=C(C=C1)F)F)=O (1-(2,6-dichlorophenyl)-5-(2,4-difluorophenyl)-3,4-dihydro-7-hydroxy-2(1H)-quinolinone). Yields the product ClC1=C(C=C(C=C1)F)C1=C2CCC(N(C2=CC(=C1)O)C1=C(C=CC=C1Cl)Cl)=O (5-(2-Chloro-5-fluorophenyl)-1-(2,6-dichlorophenyl)-3,4-dihydro-7-hydroxy-2(1H)-quinolinone). RXN SMILES: [Cl:1][C:2]1[CH:7]=[CH:6][C:5]([F:8])=[CH:4][C:3]=1[C:9]1[CH:18]=[C:17]([O:19]C)[CH:16]=[C:15]2[C:10]=1[CH2:11][CH2:12][C:13](=[O:29])[N:14]2[C:21]1[C:26]([Cl:27])=[CH:25][CH:24]=[CH:23][C:22]=1[Cl:28].ClC1C=CC=C(Cl)C=1N1C2C(=C(C3C=CC(F)=CC=3F)C=C(O)C=2)CCC1=O>>[Cl:1][C:2]1[CH:7]=[CH:6][C:5]([F:8])=[CH:4][C:3]=1[C:9]1[CH:18]=[C:17]([OH:19])[CH:16]=[C:15]2[C:10]=1[CH2:11][CH2:12][C:13](=[O:29])[N:14]2[C:21]1[C:22]([Cl:28])=[CH:23][CH:24]=[CH:25][C:26]=1[Cl:27]. Procedure details: 5-(2-Chloro-5-fluorophenyl)-1-(2,6-dichlorophenyl)-3,4-dihydro-7-hydroxy-2(1H)-quinolinone was prepared from 5-(2-chloro-5-fluorophenyl)-1-(2,6-dichlorophenyl)-3,4dihydro-7-methoxy-2(1H)-quinolinone (INTERMEDIATE 10) by a procedure analogous to that described in INTERMEDIATE 3. Mass spectrum (ESI) 438.1 (M+1). 1H NMR (500 MHz, CDCl3): δ 7.49 (d, J=7.5 Hz, 2H); 7.36 (t, J=8 Hz, 1H); 7.27 (m, 2H); 7.07 (m, 1H); 6.38 (s, 1H); 5.83 (s, 1H); 2.73 (m, 4H). Starting materials: BrCC1=CC=CC2=CC=CC=C12 (1-(bromomethyl)naphthalene), ClC=1N=CNC1Cl (4,5-dichloroimidazole), [OH-].[K+] (Potassium hydroxide), BrCC(=O)O (2-bromoacetic acid), Br (HBr). Run in C(C)#N (acetonitrile). Yields the product [Br-].C(=O)(O)CN1C=[N+](C(=C1Cl)Cl)CC1=CC=CC2=CC=CC=C12 (1-(carboxymethyl)-4,5-dichloro-3-(naphthalen-1-ylmethyl)-1H-imidazol-3-ium bromide). Reaction SMILES: [Cl:1][C:2]1[N:3]=[CH:4][NH:5][C:6]=1[Cl:7].[OH-].[K+].[Br:10][CH2:11][C:12]([OH:14])=[O:13].Br[CH2:16][C:17]1[C:26]2[C:21](=[CH:22][CH:23]=[CH:24][CH:25]=2)[CH:20]=[CH:19][CH:18]=1.Br>C(#N)C>[Br-:10].[C:12]([CH2:11][N:3]1[C:2]([Cl:1])=[C:6]([Cl:7])[N+:5]([CH2:16][C:17]2[C:26]3[C:21](=[CH:22][CH:23]=[CH:24][CH:25]=3)[CH:20]=[CH:19][CH:18]=2)=[CH:4]1)([OH:14])=[O:13] |f:1.2,7.8|. Procedure details: 4,5-dichloroimidazole (1.00 g, 7.36 mmol) was dissolved in acetonitrile. Potassium hydroxide (0.828 g, 14.72 mmol) was added to the solution and allowed to reflux for 30 min. 1 equivalent of 2-bromoacetic acid (2.15 g, 15.46 mmol) was added to the solution and refluxed for 2.5 h. Solution was filtered to remove the KBr precipitate and placed back onto reflux. An equivalent of 1-(bromomethyl)naphthalene (1.63 g, 7.36 mmol) was added to solution and refluxed for 2.5 h. The solution was neutralized... The reactants are C(C)OC(CCNCC1OCC(C(O1)C)C)OCC (N-(3,3-Diethoxypropyl)-N-(4,5-dimethyl-1,3-dioxan-2-ylmethyl)amine), C1=CC=CC=C1 (benzene), C([O-])([O-])=O.[Na+].[Na+] (sodium carbonate), BrCC(=O)Cl (bromoacetyl chloride). The solvent is O (water). Yields the product desired product, C(C)OC(CCN(C(CBr)=O)CC1OCC(C(O1)C)C)OCC (N-(3,3-diethoxypropyl)-N-(4,5-dimethyl-1,3-dioxan-2-ylmethyl)-α-bromoacetamide). RXN SMILES: [CH2:1]([O:3][CH:4]([O:17][CH2:18][CH3:19])[CH2:5][CH2:6][NH:7][CH2:8][CH:9]1[O:14][CH:13]([CH3:15])[CH:12]([CH3:16])[CH2:11][O:10]1)[CH3:2].C1C=CC=CC=1.C(=O)([O-])[O-].[Na+].[Na+].[Br:32][CH2:33][C:34](Cl)=[O:35]>O>[CH2:1]([O:3][CH:4]([O:17][CH2:18][CH3:19])[CH2:5][CH2:6][N:7]([CH2:8][CH:9]1[O:14][CH:13]([CH3:15])[CH:12]([CH3:16])[CH2:11][O:10]1)[C:34](=[O:35])[CH2:33][Br:32])[CH3:2] |f:2.3.4|. Procedure: N-(3,3-Diethoxypropyl)-N-(4,5-dimethyl-1,3-dioxan-2-ylmethyl)amine (0.05 mole), benzene (100 ml), water (100 ml) and sodium carbonate (2 grams) are charged into a glass reaction vessel equipped with a mechanical stirrer and thermometer. The reaction mixture is cooled to a temperature of from 5° to 10° C and bromoacetyl chloride (0.05 mole) is added dropwise with stirring. After the addition is completed stirring is continued until the reaction mixture has reached room temperature. After this tim...